This data is from the Open Reaction Database (ORD), a public repository of structured organic reaction records. The task is: describe an organic reaction: reactants, conditions, products, and yield Starting materials: CS(=O)(=O)OCC1C2CCC(C1)N2C(=O)OC(C)(C)C ((±)-tert-butyl 2-(((methylsulfonyl)oxy)methyl)-7-azabicyclo[2.2.1]heptane-7-carboxylate), [N-]=[N+]=[N-].[Na+] (sodium azide), O (H2O). Solvent: CN(C)C=O (DMF). Run at temperature 100 celsius. Yields the product N(=[N+]=[N-])CC1C2CCC(C1)N2C(=O)OC(C)(C)C ((±)-tert-butyl 2-(azidomethyl)-7-azabicyclo[2.2.1]heptane-7-carboxylate). The yield is 92.8%. Reaction SMILES: CS(O[CH2:6][CH:7]1[CH2:12][CH:11]2[N:13]([C:14]([O:16][C:17]([CH3:20])([CH3:19])[CH3:18])=[O:15])[CH:8]1[CH2:9][CH2:10]2)(=O)=O.[N-:21]=[N+:22]=[N-:23].[Na+].O>CN(C=O)C>[N:21]([CH2:6][CH:7]1[CH2:12][CH:11]2[N:13]([C:14]([O:16][C:17]([CH3:20])([CH3:19])[CH3:18])=[O:15])[CH:8]1[CH2:9][CH2:10]2)=[N+:22]=[N-:23] |f:1.2|. Reported procedure: To the title compound of step A (3.4 g, 11.1 mmol) in DMF (15 mL) was added sodium azide (2.1 g, 33.4 mmol). The mixture was heated at 100° C. overnight, cooled to rt, poured into H2O and extracted with DCM. The combined organics were washed with brine and dried (Na2SO4). Purification via silica gel chromatography (10% EtOAc in petroleum ethers) gave the title compound (2.6 g).